From a dataset of the Open Reaction Database (ORD), a public repository of structured organic reaction records. describe an organic reaction: reactants, conditions, products, and yield Reactants: Cc1ccccc1, [Na+], C1CCOC1, [OH-], O, CCOC(=O)CNCCc1c[nH]c2ccccc12. The product is OCCNCCc1c[nH]c2ccccc12. RXN SMILES: [CH3:26][c:27]1[cH:28][cH:29][cH:30][cH:31][cH:32]1.[Na+:20].[O:21]1[CH2:22][CH2:23][CH2:24][CH2:25]1.[OH-:19].[OH2:33].[nH:1]1[cH:2][c:3]([CH2:10][CH2:11][NH:12][CH2:13][C:14](=[O:15])[O:16][CH2:17][CH3:18])[c:4]2[cH:5][cH:6][cH:7][cH:8][c:9]12>>[nH:1]1[cH:2][c:3]([CH2:10][CH2:11][NH:12][CH2:13][CH2:14][OH:15])[c:4]2[cH:5][cH:6][cH:7][cH:8][c:9]12. The reactants are O (water), [Na] (sodium), C(C1=CC=CC=C1)(=O)Cl (benzoyl chloride), C1(=CC=CC=C1)N1CCN(CC1)CCCOC1=C2CCC(NC2=CC=C1)=O (5-[3-(4-phenylpiperazinyl)propoxy]-3,4-dihydrocarbostyril). The solvent is C(C)O (ethanol). The product is C(C1=CC=CC=C1)(=O)N1C(=O)CCC2=C(C=CC=C12)OCCCN1CCN(CC1)C1=CC=CC=C1 (1-benzoyl-5-[3-(4-phenylpiperazinyl)propoxy]-3,4-dihydrocarbostyril). The yield is 84.3%. Reaction SMILES: [Na].[C:2]1([N:8]2[CH2:13][CH2:12][N:11]([CH2:14][CH2:15][CH2:16][O:17][C:18]3[CH:27]=[CH:26][CH:25]=[C:24]4[C:19]=3[CH2:20][CH2:21][C:22](=[O:28])[NH:23]4)[CH2:10][CH2:9]2)[CH:7]=[CH:6][CH:5]=[CH:4][CH:3]=1.[C:29](Cl)(=[O:36])[C:30]1[CH:35]=[CH:34][CH:33]=[CH:32][CH:31]=1.O>C(O)C>[C:29]([N:23]1[C:24]2[C:19](=[C:18]([O:17][CH2:16][CH2:15][CH2:14][N:11]3[CH2:10][CH2:9][N:8]([C:2]4[CH:3]=[CH:4][CH:5]=[CH:6][CH:7]=4)[CH2:13][CH2:12]3)[CH:27]=[CH:26][CH:25]=2)[CH2:20][CH2:21][C:22]1=[O:28])(=[O:36])[C:30]1[CH:35]=[CH:34][CH:33]=[CH:32][CH:31]=1 |^1:0|. Procedure details: 0.3 Gram of sodium metal is dissolved in 80 ml of ethanol and to this solution is added 3.6 g of 5-[3-(4-phenylpiperazinyl)propoxy]-3,4-dihydrocarbostyril, then 1.5 g of benzoyl chloride are added and the solution is heated for 5 hours under refluxing conditions. The reaction mixture is concentrated under reduced pressure to dryness. To the residue thus obtained is added water and the insoluble matter is collected by filtration, washed with water and dried. The crude crystals are recrystallized ... As a reaction SMILES: F[C:2]1[CH:7]=[CH:6][C:5]([N+:8]([O-:10])=[O:9])=[C:4]([CH3:11])[CH:3]=1.[NH:12]1[CH:16]=[CH:15][N:14]=[CH:13]1.C(=O)([O-])[O-].[Na+].[Na+]>CN(C)C=O>[CH3:11][C:4]1[CH:3]=[C:2]([N:12]2[CH:16]=[CH:15][N:14]=[CH:13]2)[CH:7]=[CH:6][C:5]=1[N+:8]([O-:10])=[O:9] |f:2.3.4|. Yields the product CC=1C=C(C=CC1[N+](=O)[O-])N1C=NC=C1 (1-(3-methyl-4-nitrophenyl)imidazole). The solvent is CN(C=O)C (dimethylformamide). Procedure: A mixture of 4-fluoro-2-methylnitrobenzene (15.5 g), imidazole (6.8 g), and sodium carbonate (11.1 g) was heated at 100° for 24 hours in dimethylformamide (DMF). The mixture was then concentrated in vacuo, the residue was acidified to pH1 with 4M hydrochloric acid, and the resulting solution was extracted with chloroform (2×25 cm3). The aqueous phase was basified to pH10 with 2.5M sodium hydroxide solution and the mixture was extracted with chloroform (3×100 cm3). The dried (MgSO4) organic extra... The reactants are FC1=CC(=C(C=C1)[N+](=O)[O-])C (4-fluoro-2-methylnitrobenzene), N1C=NC=C1 (imidazole), C([O-])([O-])=O.[Na+].[Na+] (sodium carbonate). Starting materials: CC1=C(C=CC=C1)P(C2=C(C=CC=C2)C)C3=C(C=CC=C3)C (P(o-tol)3), BrC1=CC2=C(NCCCO2)N=C1 (3-bromo-6,7,8,9-tetrahydro-5-oxa-1,9-diaza-benzocycloheptene), C(C=C)(=O)OCC (ethyl acrylate), C(C)(C)N(CC)C(C)C (diisopropylethylamine). The reagents and catalysts are CC(=O)[O-].CC(=O)[O-].[Pd+2] (Pd(OAc)2). Solvent: C(CC)#N (propionitrile). Conditions: temperature 100 celsius, time 8 hour. Yields the product C(C)OC(C(=C)C1=CC2=C(NCCCO2)N=C1)=O ((6,7,8,9-tetrahydro-5-oxa-1,9-diaza-benzocyclohepten-3-yl)-acrylic acid ethyl ester). Yield: 63.2%. RXN SMILES: Br[C:2]1[CH:12]=[N:11][C:5]2[NH:6][CH2:7][CH2:8][CH2:9][O:10][C:4]=2[CH:3]=1.[C:13]([O:17][CH2:18][CH3:19])(=[O:16])[CH:14]=[CH2:15].C(N(C(C)C)CC)(C)C.CC1C=CC=CC=1P(C1C=CC=CC=1C)C1C=CC=CC=1C>C(#N)CC.CC([O-])=O.CC([O-])=O.[Pd+2]>[CH2:18]([O:17][C:13](=[O:16])[C:14]([C:2]1[CH:12]=[N:11][C:5]2[NH:6][CH2:7][CH2:8][CH2:9][O:10][C:4]=2[CH:3]=1)=[CH2:15])[CH3:19] |f:5.6.7|. Procedure: A solution of 3-bromo-6,7,8,9-tetrahydro-5-oxa-1,9-diaza-benzocycloheptene (1.1 g, 4.80 mmol), ethyl acrylate (1.5 mL, 14.4 mmol) and diisopropylethylamine (2.5 mL, 14.4 mmol) in propionitrile (100 mL) was purged with an Argon stream for 10 min. Pd(OAc)2 (108 mg, 048 mmol) and P(o-tol)3 (292 g, 0.96 mmol) were added and the Argon purge was repeated. The mixture was stirred at 100° C. for 8 h under Argon. Upon cooling, the resultant mixture was filtered through celite; the filtrate was evaporated... Reactants: O.NN (hydrazine hydrate), C(#N)C(C(=O)N)=C(SC)SC (2-cyano-3,3-bis(methylthio)acrylamide), amide, COC1=CC(=CC=C1)N (m-Anisidine). The solvent is CCO (EtOH). Reaction conditions: temperature 75 celsius. Yields the product NC1=C(C(=NN1)NC1=CC(=CC=C1)OC)C(=O)N (5-amino-3-((3-methoxyphenyl)amino)-1H-pyrazole-4-carboxamide). Reaction SMILES: [C:1]([C:3](=[C:7](SC)SC)[C:4]([NH2:6])=[O:5])#[N:2].[CH3:12][O:13][C:14]1[CH:19]=[CH:18][CH:17]=[C:16]([NH2:20])[CH:15]=1.O.[NH2:22][NH2:23]>CCO>[NH2:2][C:1]1[NH:23][N:22]=[C:7]([NH:20][C:16]2[CH:17]=[CH:18][CH:19]=[C:14]([O:13][CH3:12])[CH:15]=2)[C:3]=1[C:4]([NH2:6])=[O:5] |f:2.3|. Reported procedure: Dissolved 0.500 g 2-cyano-3,3-bis(methylthio)acrylamide in 15 mL EtOH and added m-Anisidine (1.0 eq.). Stirred reaction at 75° C. until starting amide was absent by HPLC. Once complete (18 hrs), reaction was brought to room temperature and filtered to obtain a light yellow powder as product. Product was allowed to dry under vacuum for 1 hr. Product was then suspended in 10 mL EtOH and hydrazine hydrate (1 eq.) was added dropwise. Reaction was heated at 75° C. until intermediate was absent (HPLC)... Starting materials: COC(C1=C(C(=C(C(=C1)[N+](=O)[O-])NCC=C)F)NC1=C(C=C(C=C1)I)F)=O (4-allylamino-3-fluoro-2-(2-fluoro-4-iodo-phenylamino)-5-nitro-benzoic acid methyl ester), [Cl-].[NH4+] (ammonium chloride), ice, C([O-])(O)=O.[Na+] (sodium bicarbonate), CO (methanol). Reagents/catalysts: [Fe] (iron). The solvent is CCCCCC (Hexane), CCOC(=O)C (EtOAc), O1CCOCC1 (dioxane). Yields the product COC(C1=C(C(=C(C(=C1)N)NCC=C)F)NC1=C(C=C(C=C1)I)F)=O (4-allylamino-5-amino-3-fluoro-2-(2-fluoro-4-iodo-phenylamino)-benzoic acid methyl ester). As a reaction SMILES: [CH3:1][O:2][C:3](=[O:27])[C:4]1[CH:9]=[C:8]([N+:10]([O-])=O)[C:7]([NH:13][CH2:14][CH:15]=[CH2:16])=[C:6]([F:17])[C:5]=1[NH:18][C:19]1[CH:24]=[CH:23][C:22]([I:25])=[CH:21][C:20]=1[F:26].[Cl-].[NH4+].CO.C(=O)(O)[O-].[Na+]>[Fe].CCCCCC.CCOC(C)=O.O1CCOCC1>[CH3:1][O:2][C:3](=[O:27])[C:4]1[CH:9]=[C:8]([NH2:10])[C:7]([NH:13][CH2:14][CH:15]=[CH2:16])=[C:6]([F:17])[C:5]=1[NH:18][C:19]1[CH:24]=[CH:23][C:22]([I:25])=[CH:21][C:20]=1[F:26] |f:1.2,4.5|. Procedure: A stirred suspension of 4-allylamino-3-fluoro-2-(2-fluoro-4-iodo-phenylamino)-5-nitro-benzoic acid methyl ester (125.0 g, 0.25 mol), ammonium chloride (300.0 g, 8.58 mol) in 1:1 v/v mixture of methanol (4.0 lit) and dioxane (4.0 lit) was heated until it became a clear solution and was added iron powder (150.0 g, 2.68 mol) under a positive stream of nitrogen gas. The reaction mixture was refluxed for 16 h (completion of reaction is confirmed by TLC-EtOAc:Hexane/3:5) and poured onto a mixture of 1... The reactants are OC=1C=C2C=CC=C(C2=CC1)NC(C1=CC=CC=C1)=O (N-(6-hydroxy-naphthalen-1-yl)-benzamide), [OH-].[K+] (KOH), ClC1=CC=NC2=CC(=C(C=C12)OC)OCCN1CCCC1 (4-chloro-6-methoxy-7-(2-pyrrolidin-1-yl-ethoxy)-quinoline). The reagents and catalysts are [Cu] (Copper). Solvent: C(Cl)Cl (CH2Cl2), O (water), CN(C)C=O (DMF), N1=CC=CC=C1 (pyridine). Conditions: temperature 120 celsius. Yields the product COC=1C=C2C(=CC=NC2=CC1OCCN1CCCC1)OC=1C=C2C=CC=C(C2=CC1)NC(C1=CC=CC=C1)=O (N-{6-[6-Methoxy-7-(2-pyrrolidin-1-yl-ethoxy)-quinolin-4-yloxy]-naphthalen-1-yl}-benzamide). As a reaction SMILES: [OH:1][C:2]1[CH:3]=[C:4]2[C:9](=[CH:10][CH:11]=1)[C:8]([NH:12][C:13](=[O:20])[C:14]1[CH:19]=[CH:18][CH:17]=[CH:16][CH:15]=1)=[CH:7][CH:6]=[CH:5]2.Cl[C:22]1[C:31]2[C:26](=[CH:27][C:28]([O:34][CH2:35][CH2:36][N:37]3[CH2:41][CH2:40][CH2:39][CH2:38]3)=[C:29]([O:32][CH3:33])[CH:30]=2)[N:25]=[CH:24][CH:23]=1.[OH-].[K+]>CN(C=O)C.N1C=CC=CC=1.C(Cl)Cl.O.[Cu]>[CH3:33][O:32][C:29]1[CH:30]=[C:31]2[C:26](=[CH:27][C:28]=1[O:34][CH2:35][CH2:36][N:37]1[CH2:41][CH2:40][CH2:39][CH2:38]1)[N:25]=[CH:24][CH:23]=[C:22]2[O:1][C:2]1[CH:3]=[C:4]2[C:9](=[CH:10][CH:11]=1)[C:8]([NH:12][C:13](=[O:20])[C:14]1[CH:15]=[CH:16][CH:17]=[CH:18][CH:19]=1)=[CH:7][CH:6]=[CH:5]2 |f:2.3|. Procedure: To a microwaveable vial containing 0.300 g (0.0011 mmol) of N-(6-hydroxy-naphthalen-1-yl)-benzamide in 1.5 mL DMF and 1.5 mL pyridine, was added 0.858 g (0.0028 mmol) of 4-chloro-6-methoxy-7-(2-pyrrolidin-1-yl-ethoxy)-quinoline. Copper grind was added (5 mmol %) to the mixture, along with 0.158 g (0.0025 mmol) KOH pellets. The vial was heated in a microwave for 18 min at 120° C., (60 Watts of constant power, powermax, CEM). The mixture was diluted with CH2Cl2 and water, then transferred to a sep...